This data is from the Open Reaction Database (ORD), a public repository of structured organic reaction records. The task is: describe an organic reaction: reactants, conditions, products, and yield Reactants: CCN1CCCC1CNS(=O)(=O)c1ccc(NC(C)=O)cc1, Cl, [Na+], [OH-]. Yields the product CCN1CCCC1CNS(=O)(=O)c1ccc(N)cc1. As a reaction SMILES: [C:1](=[O:2])([CH3:3])[NH:4][c:5]1[cH:6][cH:7][c:8]([S:11](=[O:12])(=[O:13])[NH:14][CH2:15][CH:16]2[N:17]([CH2:21][CH3:22])[CH2:18][CH2:19][CH2:20]2)[cH:9][cH:10]1.[ClH:23].[Na+:25].[OH-:24]>>[NH2:4][c:5]1[cH:6][cH:7][c:8]([S:11](=[O:12])(=[O:13])[NH:14][CH2:15][CH:16]2[N:17]([CH2:21][CH3:22])[CH2:18][CH2:19][CH2:20]2)[cH:9][cH:10]1.